From a dataset of the Open Reaction Database (ORD), a public repository of structured organic reaction records. describe an organic reaction: reactants, conditions, products, and yield Reactants: NC1=CC(=NC=N1)N1[C@@H]2CN([C@H](C1)C2)C(=O)OC(C)(C)C (Tert-butyl (1S,4S)-5-(6-aminopyrimidin-4-yl)-2,5-diazabicyclo[2.2.1]heptane-2-carboxylate), [H-].[Na+] (sodium hydride), ClC=1SC(=CN1)C#N (2-chloro-1,3-thiazole-5-carbonitrile). Yields the product [C@@H]12N(C[C@@H](NC1)C2)C2=CC(=NC=N2)NC=2SC(=CN2)C#N (2-({6-[(1S,4S)-2,5-Diazabicyclo[2.2.1]hept-2-yl]pyrimidin-4-yl}amino)-1,3-thiazole-5-carbonitrile). As a reaction SMILES: [NH2:1][C:2]1[N:7]=[CH:6][N:5]=[C:4]([N:8]2[CH2:13][C@@H:12]3[CH2:14][C@H:9]2[CH2:10][N:11]3C(OC(C)(C)C)=O)[CH:3]=1.[H-].[Na+].Cl[C:25]1[S:26][C:27]([C:30]#[N:31])=[CH:28][N:29]=1>>[C@H:9]12[CH2:14][C@H:12]([NH:11][CH2:10]1)[CH2:13][N:8]2[C:4]1[N:5]=[CH:6][N:7]=[C:2]([NH:1][C:25]2[S:26][C:27]([C:30]#[N:31])=[CH:28][N:29]=2)[CH:3]=1 |f:1.2|. Reported procedure: Tert-butyl (1S,4S)-5-(6-aminopyrimidin-4-yl)-2,5-diazabicyclo[2.2.1]heptane-2-carboxylate 16-2 (0.324 g, 1.11 mmol), sodium hydride (0.089 g, 2.22 mmol) and 2-chloro-1,3-thiazole-5-carbonitrile 2-2 (0.161 g, 1.11 mmol) were treated as in Scheme 4 above. The product was purified on a C18 preparative column after treating the crude product with trifluoroacetic acid and then converted to a free base form after isolation via lyophilization. Hi-Res MS: calc: 300.1026 found: 300.1039. 1NMR (DMSO): 8.3...